This data is from the Open Reaction Database (ORD), a public repository of structured organic reaction records. The task is: describe an organic reaction: reactants, conditions, products, and yield Starting materials: O (water), [OH-].[K+] (potassium hydroxide), C1(=CC=CC=C1)C(NC(=O)[C@@H]1[C@]2(C)[C@@H](CC1)[C@@H]1CC=C3C=C(CC[C@]3(C)[C@H]1CC2)C(=O)OC)C2=CC=CC=C2 (Methyl 17β-[N-(diphenylmethyl)carbamoyl]androsta-3,5-diene-3-carboxylate). Solvent: CO (methanol). Product: C1(=CC=CC=C1)C(NC(=O)[C@@H]1[C@]2(C)[C@@H](CC1)[C@@H]1CC=C3C=C(CC[C@]3(C)[C@H]1CC2)C(=O)O)C2=CC=CC=C2 (17β-[N-(Diphenylmethyl)carbamoyl]androsta-3,5-diene-3-carboxylic acid). Reaction SMILES: O.[OH-].[K+].[C:4]1([CH:10]([C:37]2[CH:42]=[CH:41][CH:40]=[CH:39][CH:38]=2)[NH:11][C:12]([C@H:14]2[CH2:19][CH2:18][C@H:17]3[C@H:20]4[C@H:30]([CH2:31][CH2:32][C@:15]23[CH3:16])[C@:28]2([CH3:29])[C:23]([CH:24]=[C:25]([C:33]([O:35]C)=[O:34])[CH2:26][CH2:27]2)=[CH:22][CH2:21]4)=[O:13])[CH:9]=[CH:8][CH:7]=[CH:6][CH:5]=1>CO>[C:4]1([CH:10]([C:37]2[CH:38]=[CH:39][CH:40]=[CH:41][CH:42]=2)[NH:11][C:12]([C@H:14]2[CH2:19][CH2:18][C@H:17]3[C@H:20]4[C@H:30]([CH2:31][CH2:32][C@:15]23[CH3:16])[C@:28]2([CH3:29])[C:23]([CH:24]=[C:25]([C:33]([OH:35])=[O:34])[CH2:26][CH2:27]2)=[CH:22][CH2:21]4)=[O:13])[CH:9]=[CH:8][CH:7]=[CH:6][CH:5]=1 |f:1.2|. Procedure details: 10 ml of water and 1 g of potassium hydroxide were added to a solution of 25 ml of methanol containing 214 mg of methyl 17β-(N-diphenylmethylcarbamoyl)androsta-3,5-diene-3-carboxylate (prepared as described in Example 27). The reaction mixture was then heated under reflux for 4 hours. At the end of this time, methanol from the reaction mixture was removed by distillation under reduced pressure. The mixture was then made acidic by the addition of 1N aqueous hydrochloric acid and extracted with me... The product is Cc1c(Br)c(=O)n(C2CCCC2)c2nc(Nc3ccc(C4CCCN(C(=O)OC(C)(C)C)CC4)cn3)ncc12. The reactants are Cc1c(Br)c(=O)n(C2CCCC2)c2nc(S(C)=O)ncc12, CC(C)(C)OC(=O)N1CCCC(c2ccc(N)nc2)CC1, Cc1ccccc1, CCOC(C)=O, O=C1CCC(=O)O1. RXN SMILES: [Br:22][c:23]1[c:24]([CH3:42])[c:25]2[c:26]([n:27][c:28]([S:31]([CH3:32])=[O:33])[n:29][cH:30]2)[n:34]([CH:37]2[CH2:38][CH2:39][CH2:40][CH2:41]2)[c:35]1=[O:36].[C:1]([CH3:2])([CH3:3])([CH3:4])[O:5][C:6](=[O:7])[N:8]1[CH2:9][CH2:10][CH:11]([c:15]2[cH:16][n:17][c:18]([NH2:21])[cH:19][cH:20]2)[CH2:12][CH2:13][CH2:14]1.[CH3:50][c:51]1[cH:52][cH:53][cH:54][cH:55][cH:56]1.[CH3:57][CH2:58][O:59][C:60](=[O:61])[CH3:62].[O:43]=[C:44]1[O:45][C:46](=[O:47])[CH2:48][CH2:49]1>>[C:1]([CH3:2])([CH3:3])([CH3:4])[O:5][C:6](=[O:7])[N:8]1[CH2:9][CH2:10][CH:11]([c:15]2[cH:16][n:17][c:18]([NH:21][c:28]3[n:27][c:26]4[c:25]([c:24]([CH3:42])[c:23]([Br:22])[c:35](=[O:36])[n:34]4[CH:37]4[CH2:38][CH2:39][CH2:40][CH2:41]4)[cH:30][n:29]3)[cH:19][cH:20]2)[CH2:12][CH2:13][CH2:14]1. Reactants: C(C)[SiH](CC)CC (Triethylsilane), ClC1=C(C=C(C=C1)N1C(N(C(=CC1=O)C(F)(F)F)C)=O)C=NOC (3-(4-chloro-3-methoxyiminomethylphenyl)-1-methyl-6-trifluoromethyl-1,2,3,4-tetrahydropyrimidine-2,4-dione). Run in ClCCl (dichloromethane), FC(C(=O)O)(F)F (trifluoroacetic acid). Run at time 20 hour. The product is ClC1=C(C=C(C=C1)N1C(N(C(=CC1=O)C(F)(F)F)C)=O)CNOC (3-(4-Chloro-3-methoxyaminomethylphenyl)-1-methyl-6-trifluoromethyl-1,2,3,4-tetrahydropyrimidine-2,4-dione). Reaction SMILES: C([SiH](CC)CC)C.[Cl:8][C:9]1[CH:14]=[CH:13][C:12]([N:15]2[C:20](=[O:21])[CH:19]=[C:18]([C:22]([F:25])([F:24])[F:23])[N:17]([CH3:26])[C:16]2=[O:27])=[CH:11][C:10]=1[CH:28]=[N:29][O:30][CH3:31]>ClCCl.FC(F)(F)C(O)=O>[Cl:8][C:9]1[CH:14]=[CH:13][C:12]([N:15]2[C:20](=[O:21])[CH:19]=[C:18]([C:22]([F:23])([F:24])[F:25])[N:17]([CH3:26])[C:16]2=[O:27])=[CH:11][C:10]=1[CH2:28][NH:29][O:30][CH3:31]. Procedure: Triethylsilane (1.9 ml) was added dropwise to a solution of 3-(4-chloro-3-methoxyiminomethylphenyl)-1-methyl-6-trifluoromethyl-1,2,3,4-tetrahydropyrimidine-2,4-dione (3.6 g) in a mixture of 30 ml of dichloromethane and 50 ml of trifluoroacetic acid. After the mixture had been stirred for 20 hours at room temperature, the solvent was distilled off. The residue was taken up in 200 ml of dichloromethane, whereupon the organic phase was washed four times using 50 ml of water in each case, dried over...